From a dataset of the Open Reaction Database (ORD), a public repository of structured organic reaction records. describe an organic reaction: reactants, conditions, products, and yield The reactants are NCCNCC(=O)O (Aminoethyl glycine), C(=O)(OCC1=CC=CC=C1)Cl (Cbz chloride), Cl (HCl), O1CCOCC1 (dioxane), O1CCOCC1 (dioxane), [OH-].[Na+] (NaOH), C(OC1=C(C=C(C=C1)[N+](=O)[O-])C(C)(C)C)([O-])=O (tert-butyl-p-nitrophenyl carbonate), [OH-].[Na+] (NaOH). The solvent is O (water). Reaction conditions: temperature 0 celsius, time 8 hour. Product: C(=O)(OC(C)(C)C)NCCN(CC(=O)O)C(=O)OCC1=CC=CC=C1 (N-(N-Boc-2-aminoethyl)-N-(Cbz)glycine). Reaction SMILES: [NH2:1][CH2:2][CH2:3][NH:4][CH2:5][C:6]([OH:8])=[O:7].[OH-].[Na+].[C:11](=[O:27])([O-])[O:12][C:13]1[CH:18]=CC([N+]([O-])=O)=C[C:14]=1C(C)(C)C.Cl.[C:29](Cl)([O:31][CH2:32][C:33]1[CH:38]=[CH:37][CH:36]=[CH:35][CH:34]=1)=[O:30].O1CCOC[CH2:41]1>O>[C:11]([NH:1][CH2:2][CH2:3][N:4]([C:29]([O:31][CH2:32][C:33]1[CH:38]=[CH:37][CH:36]=[CH:35][CH:34]=1)=[O:30])[CH2:5][C:6]([OH:8])=[O:7])([O:12][C:13]([CH3:14])([CH3:18])[CH3:41])=[O:27] |f:1.2|. Procedure: Aminoethyl glycine (52.86 g; 0.447 mol) was dissolved in water (900 ml) and dioxane (900 ml) was added. The pH was adjusted to 11.2 with 2N NaOH. While the pH was kept at 11.2, tert-butyl-p-nitrophenyl carbonate (128.4 g; 0.537 mol) was dissolved in dioxane (720 ml) and added dropwise over the course of 2 hours. The pH was kept at 11.2 for at least three more hours and then left with stirring overnight. The yellow solution was cooled to 0° C. and the pH was adjusted to 3.5 with 2 N HCl. The mixt... Reactants: C1(=CC=CC=C1)C(C1=CC=CC=C1)OC(=O)C=1N2C([C@H]([C@H]2SCC1CSC1=NN2C(=NC(=CC2=O)C)S1)NC(\C(=N/OC(C)(C)OC)\C=1N=C(SC1)NC(C1=CC=CC=C1)(C1=CC=CC=C1)C1=CC=CC=C1)=O)=O ((6R, 7R)-7-[2-(2-triphenylmethylamino-4-thiazolyl)-2-[Z-(1-methoxy-1-methylethyl)oxyimino]acetamido]-3-[(7-methyl-5-oxo-5H-1,3,4-thiadiazolo[3,2-a]pyrimidin-2-yl)thiomethyl]-8-oxo-5-thia-1-azabicyclo[4.2.0]oct-2-ene-2-carboxylic acid diphenylmethyl ester), Cl (hydrochloric acid), C(C)(=O)OCC (Ethyl acetate). Run in CC(=O)C (acetone). Reaction conditions: time 3.5 hour. Yields the product C1(=CC=CC=C1)C(C1=CC=CC=C1)OC(=O)C=1N2C([C@H]([C@H]2SCC1CSC1=NN2C(=NC(=CC2=O)C)S1)NC(\C(=N/O)\C=1N=C(SC1)NC(C1=CC=CC=C1)(C1=CC=CC=C1)C1=CC=CC=C1)=O)=O ((6R, 7R)-7-[2-(2-triphenylmethylamino-4-thiazolyl)-2-(Z-hydroxyimino)acetamido]-3-[(7-methyl-5-oxo-5H-1,3,4-thiadiazolo[3,2-a]pyrimidin-2-yl)thiomethyl]-8-oxo-5-thia-1-azabicyclo[4.2.0]oct-2-ene-2-carboxylic acid diphenylmethyl ester). The yield is 75.8%. Reaction SMILES: [C:1]1([CH:7]([O:14][C:15]([C:17]2[N:18]3[C@H:21]([S:22][CH2:23][C:24]=2[CH2:25][S:26][C:27]2[S:37][C:30]4=[N:31][C:32]([CH3:36])=[CH:33][C:34](=[O:35])[N:29]4[N:28]=2)[C@H:20]([NH:38][C:39](=[O:73])/[C:40](/[C:48]2[N:49]=[C:50]([NH:53][C:54]([C:67]4[CH:72]=[CH:71][CH:70]=[CH:69][CH:68]=4)([C:61]4[CH:66]=[CH:65][CH:64]=[CH:63][CH:62]=4)[C:55]4[CH:60]=[CH:59][CH:58]=[CH:57][CH:56]=4)[S:51][CH:52]=2)=[N:41]\[O:42]C(OC)(C)C)[C:19]3=[O:74])=[O:16])[C:8]2[CH:13]=[CH:12][CH:11]=[CH:10][CH:9]=2)[CH:6]=[CH:5][CH:4]=[CH:3][CH:2]=1.Cl.C(OCC)(=O)C>CC(C)=O>[C:1]1([CH:7]([O:14][C:15]([C:17]2[N:18]3[C@H:21]([S:22][CH2:23][C:24]=2[CH2:25][S:26][C:27]2[S:37][C:30]4=[N:31][C:32]([CH3:36])=[CH:33][C:34](=[O:35])[N:29]4[N:28]=2)[C@H:20]([NH:38][C:39](=[O:73])/[C:40](/[C:48]2[N:49]=[C:50]([NH:53][C:54]([C:55]4[CH:56]=[CH:57][CH:58]=[CH:59][CH:60]=4)([C:61]4[CH:62]=[CH:63][CH:64]=[CH:65][CH:66]=4)[C:67]4[CH:68]=[CH:69][CH:70]=[CH:71][CH:72]=4)[S:51][CH:52]=2)=[N:41]\[OH:42])[C:19]3=[O:74])=[O:16])[C:8]2[CH:9]=[CH:10][CH:11]=[CH:12][CH:13]=2)[CH:2]=[CH:3][CH:4]=[CH:5][CH:6]=1. Procedure details: To a solution of the product obtained in Step 3 (1.5 g) in acetone (12 ml) was added 1N hydrochloric acid (2.6 ml), and the resulting solution was stirred at room temperature for 3.5 hours. Ethyl acetate was added to the solution, and the organic layer was washed with water, 5% sodium bicarbonate solution and brine in that order, and dried over anhydrous sodium sulfate. The dried solution was concentrated under reduced pressure, and the residue was purified by silica gel column chromatography, g... The reactants are O=C([O-])[O-], C=CCBr, CCC(C)=O, CCCOc1cc(CNc2c([N+](=O)[O-])n[nH]c(=O)c2Cl)ccc1OC, [K+], [K+]. Yields the product C=CCn1nc([N+](=O)[O-])c(NCc2ccc(OC)c(OCCC)c2)c(Cl)c1=O. Reaction SMILES: [C:30](=[O:31])([O-:32])[O-:33].[CH2:26]([CH:27]=[CH2:28])[Br:29].[CH2:36]([C:37]([CH3:38])=[O:39])[CH3:40].[Cl:1][c:2]1[c:3](=[O:25])[nH:4][n:5][c:6]([N+:22](=[O:23])[O-:24])[c:7]1[NH:8][CH2:9][c:10]1[cH:11][c:12]([O:18][CH2:19][CH2:20][CH3:21])[c:13]([O:16][CH3:17])[cH:14][cH:15]1.[K+:34].[K+:35]>>[Cl:1][c:2]1[c:3](=[O:25])[n:4]([CH2:28][CH:27]=[CH2:26])[n:5][c:6]([N+:22](=[O:23])[O-:24])[c:7]1[NH:8][CH2:9][c:10]1[cH:11][c:12]([O:18][CH2:19][CH2:20][CH3:21])[c:13]([O:16][CH3:17])[cH:14][cH:15]1. Starting materials: Cl.O.N1CCC(CC1)=O (4-piperidone monohydrate hydrochloride), C(C)(C)N(CC)C(C)C (diisopropylethylamine), FC=1C=C(C=CC1F)[N+](=O)[O-] (3,4-difluoronitrobenzene). Run in C(C)#N (acetonitrile). Conditions: temperature 80 celsius, time 8 hour. Product: FC1=C(C=CC(=C1)[N+](=O)[O-])N1CCC(CC1)=O (1-(2-fluoro-4-nitrophenyl)piperidin-4-one). The yield is 83.4%. RXN SMILES: Cl.O.[NH:3]1[CH2:8][CH2:7][C:6](=[O:9])[CH2:5][CH2:4]1.C(N(C(C)C)CC)(C)C.[F:19][C:20]1[CH:21]=[C:22]([N+:27]([O-:29])=[O:28])[CH:23]=[CH:24][C:25]=1F>C(#N)C>[F:19][C:20]1[CH:21]=[C:22]([N+:27]([O-:29])=[O:28])[CH:23]=[CH:24][C:25]=1[N:3]1[CH2:8][CH2:7][C:6](=[O:9])[CH2:5][CH2:4]1 |f:0.1.2|. Procedure: To a stirring solution of 4-piperidone monohydrate hydrochloride (258.7 g, 1.68 mol) and diisopropylethylamine (590 ml, 3.39 mol) in acetonitrile (2.5 liter) is added 3,4-difluoronitrobenzene (186.3 ml, 1.68 mol). The mixture is heated to 80° C. and stirred overnight. The solvent is cooled to ambient temperature and removed under reduced pressure. The residue is partitioned between ethyl acetate and 10% aqueous HCl (1.20 liter each). The layers are shaken, and the organic layer is separated and ... Starting materials: [Al+3], [Cl-], [Cl-], [Cl-], ClCCCl, O=C(Cl)CCl, O=C(NC1CCc2ccccc21)C(F)(F)F, O. Product: O=C(CCl)c1ccc2c(c1)C(NC(=O)C(F)(F)F)CC2. RXN SMILES: [Al+3:2].[Cl-:1].[Cl-:3].[Cl-:4].[Cl:27][CH2:28][CH2:29][Cl:30].[Cl:5][CH2:6][C:7](=[O:8])[Cl:9].[F:10][C:11]([C:12](=[O:13])[NH:14][CH:15]1[CH2:16][CH2:17][c:18]2[cH:19][cH:20][cH:21][cH:22][c:23]21)([F:24])[F:25].[OH2:26]>>[Cl:5][CH2:6][C:7](=[O:8])[c:21]1[cH:20][cH:19][c:18]2[c:23]([cH:22]1)[CH:15]([NH:14][C:12]([C:11]([F:10])([F:24])[F:25])=[O:13])[CH2:16][CH2:17]2. The reactants are C(OCC1CO1)C1CO1, ClCCl, O=C(OO)c1cccc(Cl)c1. Product: O=C(O)c1cccc(Cl)c1. RXN SMILES: [CH2:1]([O:2][CH2:3][CH:4]1[O:5][CH2:6]1)[CH:7]1[O:8][CH2:9]1.[CH2:21]([Cl:22])[Cl:23].[Cl:10][c:11]1[cH:12][c:13]([C:14](=[O:15])[O:16][OH:17])[cH:18][cH:19][cH:20]1>>[Cl:10][c:11]1[cH:12][c:13]([C:14](=[O:15])[OH:16])[cH:18][cH:19][cH:20]1.